Task: describe an organic reaction: reactants, conditions, products, and yield. Dataset: the Open Reaction Database (ORD), a public repository of structured organic reaction records Starting materials: C=Cc1cnc(C)cn1, Cc1ccc2[nH]c3c(c2c1)CN(C)CC3, [K+], [OH-], O. Yields the product Cc1ccc2c(c1)c1c(n2CCc2cnc(C)cn2)CCN(C)C1. Reaction SMILES: [CH3:18][c:19]1[n:20][cH:21][c:22]([CH:25]=[CH2:26])[n:23][cH:24]1.[CH3:1][N:2]1[CH2:3][c:4]2[c:5]([nH:6][c:7]3[cH:8][cH:9][c:10]([CH3:13])[cH:11][c:12]23)[CH2:14][CH2:15]1.[K+:17].[OH-:16].[OH2:27]>>[CH3:1][N:2]1[CH2:3][c:4]2[c:5]([n:6]([CH2:26][CH2:25][c:22]3[cH:21][n:20][c:19]([CH3:18])[cH:24][n:23]3)[c:7]3[cH:8][cH:9][c:10]([CH3:13])[cH:11][c:12]23)[CH2:14][CH2:15]1. Reactants: C(C1=CN=CC=C1)(=O)[NH+](N)[O-] (nicotinoyl hydrazine-N-oxide), C(C)(=O)O (acetic acid), C(C)(=O)OC(C)=O (acetic anhydride). Run in C(C)OCC (diethylether). Reaction conditions: time 1 hour. The product is C(C)(=O)[N+](N)(C(C1=CN=CC=C1)=O)[O-] (N-acetylnicotinoylhydrazine N-oxide). As a reaction SMILES: [C:1]([NH+:9]([O-:11])[NH2:10])(=[O:8])[C:2]1[CH:7]=[CH:6][CH:5]=[N:4][CH:3]=1.[C:12](O)(=[O:14])[CH3:13].C(OC(=O)C)(=O)C>C(OCC)C>[C:12]([N+:9]([O-:11])([C:1](=[O:8])[C:2]1[CH:7]=[CH:6][CH:5]=[N:4][CH:3]=1)[NH2:10])(=[O:14])[CH3:13]. Procedure: A mixture of nicotinoyl hydrazine-N-oxide (25.3 g; 0.166 m), acetic acid (85 ml) and acetic anhydride (16.9 g; 0.166 m) was heated at reflux. After one hour, the reaction mixture was cooled and poured into diethylether to yield 32 g of N-acetylnicotinoylhydrazine N-oxide. Reactants: BrC=1N=C2C(=NC1)N(C=C2)COCC[Si](C)(C)C (2-bromo-5-(2-trimethylsilanyl-ethoxymethyl)-5H-pyrrolo[2,3-b]pyrazine), C(C)(=O)[O-].[Na+] (Sodium acetate), Cl.NO (hydroxylamine hydrochloride), C(C1=CC=CC=C1)(C1=CC=CC=C1)=N (benzophenone imine). Reagents/catalysts: C=1C=CC(=CC1)P(C=2C=CC=CC2)C3=CC=C4C=CC=CC4=C3C5=C6C=CC=CC6=CC=C5P(C=7C=CC=CC7)C=8C=CC=CC8 (BINAP), C=1C=CC(=CC1)/C=C/C(=O)/C=C/C2=CC=CC=C2.C=1C=CC(=CC1)/C=C/C(=O)/C=C/C2=CC=CC=C2.C=1C=CC(=CC1)/C=C/C(=O)/C=C/C2=CC=CC=C2.[Pd].[Pd] (Pd2(dba)3). The solvent is C1(=CC=CC=C1)C (toluene). Conditions: temperature 130 celsius, time 12 hour. The product is C[Si](CCOCN1C=CC=2C1=NC=C(N2)N)(C)C (5-(2-trimethylsilanyl-ethoxymethyl)-5H-pyrrolo[2,3-b]pyrazin-2-ylamine). The yield is 113.5%. RXN SMILES: Br[C:2]1[N:3]=[C:4]2[CH:10]=[CH:9][N:8]([CH2:11][O:12][CH2:13][CH2:14][Si:15]([CH3:18])([CH3:17])[CH3:16])[C:5]2=[N:6][CH:7]=1.C(=[NH:32])(C1C=CC=CC=1)C1C=CC=CC=1.C([O-])(=O)C.[Na+].Cl.NO>C1(C)C=CC=CC=1.C1C=CC(/C=C/C(/C=C/C2C=CC=CC=2)=O)=CC=1.C1C=CC(/C=C/C(/C=C/C2C=CC=CC=2)=O)=CC=1.C1C=CC(/C=C/C(/C=C/C2C=CC=CC=2)=O)=CC=1.[Pd].[Pd].C1C=CC(P(C2C(C3C(P(C4C=CC=CC=4)C4C=CC=CC=4)=CC=C4C=3C=CC=C4)=C3C(C=CC=C3)=CC=2)C2C=CC=CC=2)=CC=1>[CH3:16][Si:15]([CH3:18])([CH3:17])[CH2:14][CH2:13][O:12][CH2:11][N:8]1[C:5]2=[N:6][CH:7]=[C:2]([NH2:32])[N:3]=[C:4]2[CH:10]=[CH:9]1 |f:2.3,4.5,7.8.9.10.11|. Procedure: A mixture of 2-bromo-5-(2-trimethylsilanyl-ethoxymethyl)-5H-pyrrolo[2,3-b]pyrazine (3.25 g, 10 mmol) sodium t-butoxide (0.600 g, 6.25 mmol), and BINAP (0.170 g, 0.27 mmol) in 120 mL of toluene was purged with nitrogen for ca. 20 min. Pd2(dba)3 (0.080 g, 0.077 mmol) and benzophenone imine (2.16 mL, 12.9 mmol) were added, and the mixture was stirred at 130° C. for 12 h. The mixture was filtered through Celite and concentrated. The resulting residue was dissolved in 50 mL of methanol. Sodium acetat... The reactants are C[C@H]1N(CCNC1)C1=NN=C(C2=CC=CC=C12)C1=CC=CC=C1 ((R)-1-(2-methylpiperazin-1-yl)-4-phenylphthalazine), O=C1CCC(CC1)C(=O)O (4-oxocyclohexanecarboxylic acid), N1=NN(C2=NC=CC=C21)O (3H-[1,2,3]triazolo[4,5-b]pyridin-3-ol), Cl.C(C)N=C=NCCCN(C)C (N1-((ethylimino)methylene)-N3,N3-dimethylpropane-1,3-diamine hydrochloride), C([O-])(O)=O.[Na+] (sodium bicarbonate). Run in CN(C)C=O (DMF), hexanes, C(C)(=O)OCC (ethyl acetate). The product is C[C@H]1N(CCN(C1)C(=O)C1CCC(CC1)=O)C1=NN=C(C2=CC=CC=C12)C1=CC=CC=C1 ((R)-4-(2-methyl-1-(4-phenylphthalazin-1-yl)piperazine-4-carbonyl)cyclohexanone). RXN SMILES: [CH3:1][C@@H:2]1[CH2:7][NH:6][CH2:5][CH2:4][N:3]1[C:8]1[C:17]2[C:12](=[CH:13][CH:14]=[CH:15][CH:16]=2)[C:11]([C:18]2[CH:23]=[CH:22][CH:21]=[CH:20][CH:19]=2)=[N:10][N:9]=1.[O:24]=[C:25]1[CH2:30][CH2:29][CH:28]([C:31](O)=[O:32])[CH2:27][CH2:26]1.N1C2C(=NC=CC=2)N(O)N=1.Cl.C(N=C=NCCCN(C)C)C.C(=O)(O)[O-].[Na+]>C(OCC)(=O)C.CN(C=O)C>[CH3:1][C@@H:2]1[CH2:7][N:6]([C:31]([CH:28]2[CH2:29][CH2:30][C:25](=[O:24])[CH2:26][CH2:27]2)=[O:32])[CH2:5][CH2:4][N:3]1[C:8]1[C:17]2[C:12](=[CH:13][CH:14]=[CH:15][CH:16]=2)[C:11]([C:18]2[CH:23]=[CH:22][CH:21]=[CH:20][CH:19]=2)=[N:10][N:9]=1 |f:3.4,5.6|. Procedure: (R)-1-(2-methylpiperazin-1-yl)-4-phenylphthalazine (JK-10) (509 mg, 1.67 mmol), 4-oxocyclohexanecarboxylic acid (261 mg, 1.84 mmol), 3H-[1,2,3]triazolo[4,5-b]pyridin-3-ol (273 mg, 2.01 mmol) (HOAt), N1-((ethylimino)methylene)-N3,N3-dimethylpropane-1,3-diamine hydrochloride (385 mg, 2.01 mmol), sodium bicarbonate (281 mg, 3.34 mmol), and DMF (6 mL) were stirred at rt for 22 hours. The reaction was taken up in ethyl acetate (80 mL) and washed with aqueous K2CO3 (10%), water, and saturated sodium c... Reactants: ClC1=C(C(=O)O)C=CC=C1Cl (2,3-dichlorobenzoic acid), N1=CC=C(C=C1)C(CN)C=1C=CC(=NC1)C(F)(F)F (2-(pyridin-4-yl)-2-(2-(trifluoromethyl)pyridin-5-yl)ethanamine). The product is ClC1=C(C(=O)NCC(C=2C=CC(=NC2)C(F)(F)F)C2=CC=NC=C2)C=CC=C1Cl (2,3-dichloro-N-(2-(pyridin-4-yl)-2-(2-(trifluoromethyl)pyridin-5-yl)ethyl)benzamide). Reaction SMILES: [Cl:1][C:2]1[C:10]([Cl:11])=[CH:9][CH:8]=[CH:7][C:3]=1[C:4]([OH:6])=O.[N:12]1[CH:17]=[CH:16][C:15]([CH:18]([C:21]2[CH:22]=[CH:23][C:24]([C:27]([F:30])([F:29])[F:28])=[N:25][CH:26]=2)[CH2:19][NH2:20])=[CH:14][CH:13]=1>>[Cl:1][C:2]1[C:10]([Cl:11])=[CH:9][CH:8]=[CH:7][C:3]=1[C:4]([NH:20][CH2:19][CH:18]([C:15]1[CH:14]=[CH:13][N:12]=[CH:17][CH:16]=1)[C:21]1[CH:22]=[CH:23][C:24]([C:27]([F:30])([F:28])[F:29])=[N:25][CH:26]=1)=[O:6]. Reported procedure: From 2,3-dichlorobenzoic acid and 2-(pyridin-4-yl)-2-(2-(trifluoromethyl)pyridin-5-yl)ethanamine. LCMS (MH+): m/z=440.0, tR (minutes, Method F)=2.43 The reactants are compound ( II ), aldehyde, C(C)(=O)OCC.CCCCCC (ethyl acetate hexane), C[Si](C)(C)C#N (Trimethylsilyl cyanide), C(C1=CC=CC=C1)=O (benzaldehyde). The reagents and catalysts are CC([O-])C.CC([O-])C.CC([O-])C.CC([O-])C.[Ti+4] (titanium tetraisopropoxide). The solvent is ClCCl (dichloromethane). Reaction conditions: temperature -78 celsius, time 1 hour. The product is OC(C#N)C1=CC=CC=C1 (2-hydroxyl-2-phenylacetonitrile). Isolated yield 87.0%. Reaction SMILES: C[Si]([C:5]#[N:6])(C)C.[CH:7](=[O:14])[C:8]1[CH:13]=[CH:12][CH:11]=[CH:10][CH:9]=1.C(OCC)(=O)C.CCCCCC>ClCCl.CC(C)[O-].CC(C)[O-].CC(C)[O-].CC(C)[O-].[Ti+4]>[OH:14][CH:7]([C:8]1[CH:13]=[CH:12][CH:11]=[CH:10][CH:9]=1)[C:5]#[N:6] |f:2.3,5.6.7.8.9|. Procedure details: To a stirred solution of compound (II) (0.0897 g, 16.5 mol %) and molecular sieve 4 Å (powder, 65 mg, dehydrated under the condition of 0.3 mmHg/300° C. for 24 h before use) in dichloromethane (2.5 ml) was added titanium tetraisopropoxide (0.045 ml, 15 mol %) under argon at room temperature. Stir for 1 hour. Trimethylsilyl cyanide (0.15 ml, 1.1 mmol) was added to the reaction mixture and stirred for additional 0.5 h. Then, the reaction mixture was cooled to −78° C. and benzaldehyde (0.1 ml, 1 mm... The reactants are CC(C)(CC=O)CC(=O)O, O=S(Cl)Cl, c1ccccc1. The product is CC1(C)C=COC(=O)C1. RXN SMILES: [CH3:1][C:2]([CH2:3][C:4](=[O:5])[OH:6])([CH2:7][CH:8]=[O:9])[CH3:10].[S:11]([Cl:12])([Cl:13])=[O:14].[cH:15]1[cH:16][cH:17][cH:18][cH:19][cH:20]1>>[CH3:1][C:2]1([CH3:10])[CH2:3][C:4](=[O:5])[O:9][CH:8]=[CH:7]1. The reactants are CN1CC(C(=O)N(Cc2ccc(F)cc2)OCC(=O)OC(C)(C)C)=C(O)C1=O, ClCCl, O=C(O)C(F)(F)F. Product: CN1CC(C(=O)N(Cc2ccc(F)cc2)OCC(=O)O)=C(O)C1=O. Reaction SMILES: [C:1]([CH3:2])([CH3:3])([CH3:4])[O:5][C:6]([CH2:7][O:8][N:9]([C:10](=[O:11])[C:12]1=[C:16]([OH:17])[C:15](=[O:18])[N:14]([CH3:19])[CH2:13]1)[CH2:20][c:21]1[cH:22][cH:23][c:24]([F:27])[cH:25][cH:26]1)=[O:28].[Cl:36][CH2:37][Cl:38].[OH:29][C:30]([C:31]([F:32])([F:33])[F:34])=[O:35]>>[O:5]=[C:6]([CH2:7][O:8][N:9]([C:10](=[O:11])[C:12]1=[C:16]([OH:17])[C:15](=[O:18])[N:14]([CH3:19])[CH2:13]1)[CH2:20][c:21]1[cH:22][cH:23][c:24]([F:27])[cH:25][cH:26]1)[OH:28].